describe an organic reaction: reactants, conditions, products, and yield From a dataset of the Open Reaction Database (ORD), a public repository of structured organic reaction records. Starting materials: C1(CCCCO1)=O (δ-valerolactone), BrCCCCCCCCC=C (10-bromo-1-decene), C(C=C)Br (allyl bromide), C1(CCO1)=O (β-propiolactone). The product is C(C=C)C1C(OCCC1)=O (tetrahydro-3-(2-propenyl)-2H-pyrane-2-one). Yield: 70.0%. As a reaction SMILES: [C:1]1(=[O:7])[O:6][CH2:5][CH2:4][CH2:3][CH2:2]1.[CH2:8](Br)[CH:9]=[CH2:10].C1(=O)OCC1.BrCCCCCCCCC=C>>[CH2:10]([CH:2]1[CH2:3][CH2:4][CH2:5][O:6][C:1]1=[O:7])[CH:9]=[CH2:8]. Procedure details: 9.81 g of tetrahydro-3-(2-propenyl)-2H-pyrane-2-one of interest were prepared in the same manner as in Preparation Example 2Z-3 except that 10.01 g (100.0 mmol) of δ-valerolactone and 14.52 g (110.0 mmol) of allyl bromide were used instead of β-propiolactone and 10-bromo-1-decene described in Preparation Example 2Z-3, respectively. Starting materials: CO, CC1CN(C(=O)C(F)(F)F)CCc2ccc(Cl)c(F)c21, [Na+], [OH-]. The product is CC1CNCCc2ccc(Cl)c(F)c21. RXN SMILES: [CH3:23][OH:24].[F:1][C:2]([F:3])([F:4])[C:19]([N:5]1[CH2:6][CH2:7][c:8]2[c:9]([c:13]([F:18])[c:14]([Cl:17])[cH:15][cH:16]2)[CH:10]([CH3:12])[CH2:11]1)=[O:20].[Na+:22].[OH-:21]>>[NH:5]1[CH2:6][CH2:7][c:8]2[c:9]([c:13]([F:18])[c:14]([Cl:17])[cH:15][cH:16]2)[CH:10]([CH3:12])[CH2:11]1. Starting materials: O (H2O), C(C1=CC=CC=C1)OC1=C(C=NC=C1)NS(=O)(=O)C (N-(4-(benzyloxy)pyridin-3-yl)methanesulfonamide), C(=O)([O-])[O-].[K+].[K+] (K2CO3), CI (CH3I). Solvent: CN(C)C=O (DMF). Conditions: time 1 hour. Yields the product C(C1=CC=CC=C1)OC1=C(C=NC=C1)N(S(=O)(=O)C)C (N-(4-(benzyloxy)pyridin-3-yl)-N-methylmethanesulfonamide). The yield is 46.6%. Reaction SMILES: [CH2:1]([O:8][C:9]1[CH:14]=[CH:13][N:12]=[CH:11][C:10]=1[NH:15][S:16]([CH3:19])(=[O:18])=[O:17])[C:2]1[CH:7]=[CH:6][CH:5]=[CH:4][CH:3]=1.[C:20]([O-])([O-])=O.[K+].[K+].CI.O>CN(C=O)C>[CH2:1]([O:8][C:9]1[CH:14]=[CH:13][N:12]=[CH:11][C:10]=1[N:15]([CH3:20])[S:16]([CH3:19])(=[O:18])=[O:17])[C:2]1[CH:7]=[CH:6][CH:5]=[CH:4][CH:3]=1 |f:1.2.3|. Reported procedure: To a suspension of N-(4-(benzyloxy)pyridin-3-yl)methanesulfonamide (30 g, 0.11 mol) and K2CO3 (14.9 g, 0.11 mol) in DMF (300 mL) was added dropwise CH3I (15.3 g, 0.11 mol) at 0° C. under N2, and then the mixture was stirred for 1 hour at this temperature. H2O was added to the mixture and extracted with dichloromethane. The combined organic layer was washed with H2O, brine, dried over Na2SO4, filtrated and concentrated in vacuo to give N-(4-(benzyloxy)pyridin-3-yl)-N-methylmethanesulfonamide (15 ... Starting materials: O=C(Cl)CCCBr, CCOC(C)=O, ClCCl, COc1cc(C(=O)OC(C)(C)C)cc(N)n1, c1ccncc1. Product: COc1cc(C(=O)OC(C)(C)C)cc(NC(=O)CCCBr)n1. RXN SMILES: [Br:23][CH2:24][CH2:25][CH2:26][C:27](=[O:28])[Cl:29].[CH3:33][CH2:34][O:35][C:36](=[O:37])[CH3:38].[Cl:30][CH2:31][Cl:32].[NH2:1][c:2]1[n:3][c:4]([O:15][CH3:16])[cH:5][c:6]([C:8](=[O:9])[O:10][C:11]([CH3:12])([CH3:13])[CH3:14])[cH:7]1.[cH:17]1[cH:18][cH:19][n:20][cH:21][cH:22]1>>[NH:1]([c:2]1[n:3][c:4]([O:15][CH3:16])[cH:5][c:6]([C:8](=[O:9])[O:10][C:11]([CH3:12])([CH3:13])[CH3:14])[cH:7]1)[C:27]([CH2:26][CH2:25][CH2:24][Br:23])=[O:28]. Reactants: C1(=CC=CC=C1)P(C1=CC=CC=C1)C1=CC=CC=C1 (triphenylphosphine), C1=CC(=CC=C1O)Br (p-bromophenol), CC(C)(C#C)O (2-methylbut-3-yn-2-ol), N(=NC(=O)OCC)C(=O)OCC (diethyl azodicarboxylate). The solvent is ClCCl (dichloromethane). Run at time 8 hour. Product: CC(C#C)(OC1=CC=C(C=C1)Br)C (4-(1,1-dimethyl-2-propynyloxy)bromobenzene). Yield: 15.1%. As a reaction SMILES: [CH:1]1[C:6]([OH:7])=[CH:5][CH:4]=[C:3]([Br:8])[CH:2]=1.[CH3:9][C:10](O)([C:12]#[CH:13])[CH3:11].N(C(OCC)=O)=NC(OCC)=O.C1(P(C2C=CC=CC=2)C2C=CC=CC=2)C=CC=CC=1>ClCCl>[CH3:9][C:10]([CH3:11])([O:7][C:6]1[CH:5]=[CH:4][C:3]([Br:8])=[CH:2][CH:1]=1)[C:12]#[CH:13]. Procedure: 69.2 g of p-bromophenol and 33.6 g of 2-methylbut-3-yn-2-ol were dissolved in 600 ml of dichloromethane and 75 ml of diethyl azodicarboxylate were added. 126 g of triphenylphosphine were added portionwise and the mixture was stirred overnight. The mixture was washed with dilute hydrochloric acid and 2M sodium hydroxide solution, dried over sodium sulphate and evaporated. The residue was chromatographed on silica gel using ethyl acetate/petroleum ether (1:10) for the elution. There was obtained a...